describe an organic reaction: reactants, conditions, products, and yield From a dataset of the Open Reaction Database (ORD), a public repository of structured organic reaction records. Reactants: FC(C1=CC=C(C=C1)C1=CC(=NO1)N)(F)F (5-(4-(Trifluoromethyl)phenyl)-3-aminoisoxazole), [N-]=C=O (isocyanate), 1,2-dichloromethane, ClC1=C(C(=O)N=C=O)C(=CC=C1)Cl (2,6-dichlorobenzoyl isocyanate). Run in CO (methanol). The product is ClC1=C(C(=O)NC(=O)NC2=NOC(=C2)C2=CC=C(C=C2)C(F)(F)F)C(=CC=C1)Cl (1-(2,6-DICHLOROBENZOYL)-3-(5-(4-(TRIFLUOROMETHYL)PHENYL)-3-ISOXAZOLYL)UREA). As a reaction SMILES: [F:1][C:2]([F:16])([F:15])[C:3]1[CH:8]=[CH:7][C:6]([C:9]2[O:13][N:12]=[C:11]([NH2:14])[CH:10]=2)=[CH:5][CH:4]=1.[Cl:17][C:18]1[CH:28]=[CH:27][CH:26]=[C:25]([Cl:29])[C:19]=1[C:20]([N:22]=[C:23]=[O:24])=[O:21].[N-]=C=O>CO>[Cl:17][C:18]1[CH:28]=[CH:27][CH:26]=[C:25]([Cl:29])[C:19]=1[C:20]([NH:22][C:23]([NH:14][C:11]1[CH:10]=[C:9]([C:6]2[CH:5]=[CH:4][C:3]([C:2]([F:1])([F:15])[F:16])=[CH:8][CH:7]=2)[O:13][N:12]=1)=[O:24])=[O:21]. Procedure details: 5-(4-(Trifluoromethyl)phenyl)-3-aminoisoxazole (500 grams) in 6 l. 1,2-dichloromethane was reacted in a reaction vessel with 2,6-dichlorobenzoyl isocyanate (567 grams). The isocyanate was added in rapid dropwise fashion over one hour keeping the temperature between 20°-40° C. The reaction mixture was allowed to react at 40° C. for three hours and was then stripped and slurried in 1 l. methanol. A white solid product formed which was filtered, dried in an air dryer, and then identified by NMR ana...